This data is from the Open Reaction Database (ORD), a public repository of structured organic reaction records. The task is: describe an organic reaction: reactants, conditions, products, and yield The reactants are [Al+3], CCOC(C)=O, [Cl-], [Cl-], [Cl-], Cl, COc1cc2cc(C(=O)N3CCOCC3)sc2c([N+](=O)[O-])c1O, c1ccncc1. Yields the product O=C(c1cc2cc(O)c(O)c([N+](=O)[O-])c2s1)N1CCOCC1. Reaction SMILES: [Al+3:33].[CH3:35][CH2:36][O:37][C:38](=[O:39])[CH3:40].[Cl-:30].[Cl-:31].[Cl-:32].[ClH:34].[OH:1][c:2]1[c:3]([O:22][CH3:23])[cH:4][c:5]2[c:6]([s:7][c:8]([C:10](=[O:11])[N:12]3[CH2:13][CH2:14][O:15][CH2:16][CH2:17]3)[cH:9]2)[c:18]1[N+:19](=[O:20])[O-:21].[cH:24]1[cH:25][cH:26][n:27][cH:28][cH:29]1>>[OH:1][c:2]1[c:3]([OH:22])[cH:4][c:5]2[c:6]([s:7][c:8]([C:10](=[O:11])[N:12]3[CH2:13][CH2:14][O:15][CH2:16][CH2:17]3)[cH:9]2)[c:18]1[N+:19](=[O:20])[O-:21]. The reactants are O=C([O-])[O-], CC1CC(=O)C=C(B2OC(C)(C)C(C)(C)O2)C1, CCOC(C)=O, O=[N+]([O-])c1cnccc1Cl, [Na+], [Na+], C1COCCO1, c1ccc(P(c2ccccc2)(c2ccccc2)[Pd](P(c2ccccc2)(c2ccccc2)c2ccccc2)(P(c2ccccc2)(c2ccccc2)c2ccccc2)P(c2ccccc2)(c2ccccc2)c2ccccc2)cc1. Yields the product CC1CC(=O)C=C(c2ccncc2[N+](=O)[O-])C1. Reaction SMILES: [C:34](=[O:35])([O-:36])[O-:37].[CH3:1][CH:2]1[CH2:3][C:4]([B:9]2[O:10][C:11]([CH3:12])([CH3:13])[C:14]([CH3:15])([CH3:16])[O:17]2)=[CH:5][C:6](=[O:8])[CH2:7]1.[CH3:40][CH2:41][O:42][C:43]([CH3:44])=[O:45].[Cl:18][c:19]1[c:20]([N+:25](=[O:26])[O-:27])[cH:21][n:22][cH:23][cH:24]1.[Na+:38].[Na+:39].[O:28]1[CH2:29][CH2:30][O:31][CH2:32][CH2:33]1.[cH:46]1[cH:47][cH:48][c:49]([P:50]([Pd:51]([P:52]([c:53]2[cH:54][cH:55][cH:56][cH:57][cH:58]2)([c:59]2[cH:60][cH:61][cH:62][cH:63][cH:64]2)[c:65]2[cH:66][cH:67][cH:68][cH:69][cH:70]2)([P:71]([c:72]2[cH:73][cH:74][cH:75][cH:76][cH:77]2)([c:78]2[cH:79][cH:80][cH:81][cH:82][cH:83]2)[c:84]2[cH:85][cH:86][cH:87][cH:88][cH:89]2)[P:90]([c:91]2[cH:92][cH:93][cH:94][cH:95][cH:96]2)([c:97]2[cH:98][cH:99][cH:100][cH:101][cH:102]2)[c:103]2[cH:104][cH:105][cH:106][cH:107][cH:108]2)([c:109]2[cH:110][cH:111][cH:112][cH:113][cH:114]2)[c:115]2[cH:116][cH:117][cH:118][cH:119][cH:120]2)[cH:121][cH:122]1>>[CH3:1][CH:2]1[CH2:3][C:4]([c:19]2[c:20]([N+:25](=[O:26])[O-:27])[cH:21][n:22][cH:23][cH:24]2)=[CH:5][C:6](=[O:8])[CH2:7]1. The reactants are C[C@@H]1[C@@H]([C@@H]([C@H]([C@@H](O1)O[C@@H]2[C@H](C3=C(C4=C(C(=C(C=C24)C)C(=O)N[C@H](C)C(=O)O)O)C(=C5C(=C3)C(=O)C6=C(C=C(C=C6C5=O)OC)O)O)O)O)O[C@H]7[C@@H]([C@H]([C@@H](CO7)O)O)O)O (benanomicin A), [OH-].[Na+] (NaOH). Solvent: CO (methanol), O (water). Product: C[C@@H]1[C@@H]([C@@H]([C@H]([C@@H](O1)O[C@@H]2[C@H](C3=C(C4=C(C(=C(C=C24)C)C(=O)N[C@H](C)C(=O)O)O)C(=C5C(=C3)C(=O)C6=C(C=C(C=C6C5=O)OC)[O-])O)O)O)O[C@H]7[C@@H]([C@H]([C@@H](CO7)O)O)O)O.[Na+] (benanomicin A sodium salt). As a reaction SMILES: [CH3:1][C@H:2]1[O:7][C@@H:6]([O:8][C@H:9]2[C:18]3[C:13](=[C:14]([OH:28])[C:15]([C:20]([NH:22][C@@H:23]([C:25]([OH:27])=[O:26])[CH3:24])=[O:21])=[C:16]([CH3:19])[CH:17]=3)[C:12]3[C:29]([OH:46])=[C:30]4[C:41](=[O:42])[C:40]5[C:35](=[C:36]([OH:45])[CH:37]=[C:38]([O:43][CH3:44])[CH:39]=5)[C:33](=[O:34])[C:31]4=[CH:32][C:11]=3[C@@H:10]2[OH:47])[C@H:5]([OH:48])[C@@H:4]([O:49][C@@H:50]2[O:55][CH2:54][C@@H:53]([OH:56])[C@H:52]([OH:57])[C@H:51]2[OH:58])[C@H:3]1[OH:59].[OH-].[Na+:61]>O.CO>[CH3:1][C@H:2]1[O:7][C@@H:6]([O:8][C@H:9]2[C:18]3[C:13](=[C:14]([OH:28])[C:15]([C:20]([NH:22][C@@H:23]([C:25]([OH:27])=[O:26])[CH3:24])=[O:21])=[C:16]([CH3:19])[CH:17]=3)[C:12]3[C:29]([OH:46])=[C:30]4[C:41](=[O:42])[C:40]5[C:35](=[C:36]([O-:45])[CH:37]=[C:38]([O:43][CH3:44])[CH:39]=5)[C:33](=[O:34])[C:31]4=[CH:32][C:11]=3[C@@H:10]2[OH:47])[C@H:5]([OH:48])[C@@H:4]([O:49][C@@H:50]2[O:55][CH2:54][C@@H:53]([OH:56])[C@H:52]([OH:57])[C@H:51]2[OH:58])[C@H:3]1[OH:59].[Na+:61] |f:1.2,5.6|. Procedure details: A solution of benanomicin A (82.7 mg) in a mixture of 10 ml of water and 1.1 ml of 0.1M NaOH was lyophilized. The residue was dissolved in 3 ml of methanol and chromatographed on a Sephadex LH-20 column (300 ml) developed with methanol to obtain benanomicin A sodium salt (75.8 mg). The reactants are Cc1cc(Br)cc2ccc(Cl)nc12, C[O-], CO, [Na+]. The product is COc1ccc2cc(Br)cc(C)c2n1. RXN SMILES: [Br:1][c:2]1[cH:3][c:4]2[cH:5][cH:6][c:7]([Cl:13])[n:8][c:9]2[c:10]([CH3:12])[cH:11]1.[CH3:14][O-:15].[CH3:17][OH:18].[Na+:16]>>[Br:1][c:2]1[cH:3][c:4]2[cH:5][cH:6][c:7]([O:15][CH3:14])[n:8][c:9]2[c:10]([CH3:12])[cH:11]1. Starting materials: N1([C@H](C(=O)ON2C(=O)CCC2=O)CCC1)C(=O)OC(C)(C)C (BocProOSu), N[C@H](CC1=CNC2=CC=CC=C12)C(=O)O (HDTrpOH). Yields the product N1([C@H](C(=O)N[C@H](CC2=CNC3=CC=CC=C23)C(=O)O)CCC1)C(=O)OC(C)(C)C (BocPro-DTrpOH). Yield: 70.0%. As a reaction SMILES: [N:1]1([C:16]([O:18][C:19]([CH3:22])([CH3:21])[CH3:20])=[O:17])[CH2:15][CH2:14][CH2:13][C@H:2]1[C:3]([O:5]N1C(=O)CCC1=O)=O.[NH2:23][C@@H:24]([C:35]([OH:37])=[O:36])[CH2:25][C:26]1[C:34]2[C:29](=[CH:30][CH:31]=[CH:32][CH:33]=2)[NH:28][CH:27]=1>>[N:1]1([C:16]([O:18][C:19]([CH3:20])([CH3:21])[CH3:22])=[O:17])[CH2:15][CH2:14][CH2:13][C@H:2]1[C:3]([NH:23][C@@H:24]([C:35]([OH:37])=[O:36])[CH2:25][C:26]1[C:34]2[C:29](=[CH:30][CH:31]=[CH:32][CH:33]=2)[NH:28][CH:27]=1)=[O:5]. Reported procedure: Condensation of BocProOSu (6.00 g.) and HDTrpOH (4.08 g.) by the salt coupling method gave BocPro-DTrpOH in 70% yield. Condensation of BocPro-DTrpOH (2.93 g.) and HGlyOBz p-toluenesulfonate salt (2.47 g.) using dicyclohexylcarbodiimide and N-hydroxysuccinimide gave BocPro-DTrp-GlyOBz in 68% yield. Debenzylation of BocPro-DTrp-GlyOBz by hydrogenation with palladium catalyst gave BocPro-DTrp-GlyOH in 95% yield. Starting materials: [BH4-], CC(C)CCN, CO, NC(=O)c1ccc(Oc2ccc(C=O)o2)cc1, [Na+]. Product: CC(C)CCNCc1ccc(Oc2ccc(C(N)=O)cc2)o1. RXN SMILES: [BH4-:24].[CH2:18]([CH2:19][CH:20]([CH3:21])[CH3:22])[NH2:23].[CH3:26][OH:27].[CH:1](=[O:2])[c:3]1[cH:4][cH:5][c:6]([O:8][c:9]2[cH:10][cH:11][c:12]([C:13](=[O:14])[NH2:15])[cH:16][cH:17]2)[o:7]1.[Na+:25]>>[CH2:1]([c:3]1[cH:4][cH:5][c:6]([O:8][c:9]2[cH:10][cH:11][c:12]([C:13](=[O:14])[NH2:15])[cH:16][cH:17]2)[o:7]1)[NH:23][CH2:18][CH2:19][CH:20]([CH3:21])[CH3:22]. The reactants are CN(C)CCO, Cc1cccc2nc(C=Cc3ccc(C(=O)c4ccc(Cl)nc4)cc3)n(C)c(=O)c12, [H-], [Na+], CN(C)C=O. The product is Cc1cccc2nc(C=Cc3ccc(C(=O)c4ccc(OCCN(C)C)nc4)cc3)n(C)c(=O)c12. Reaction SMILES: [CH3:1][N:2]([CH2:3][CH2:4][OH:5])[CH3:6].[Cl:9][c:10]1[n:11][cH:12][c:13]([C:14](=[O:15])[c:16]2[cH:17][cH:18][c:19]([CH:22]=[CH:23][c:24]3[n:25][c:26]4[cH:27][cH:28][cH:29][c:30]([CH3:36])[c:31]4[c:32](=[O:35])[n:33]3[CH3:34])[cH:20][cH:21]2)[cH:37][cH:38]1.[H-:7].[Na+:8].[O:39]=[CH:40][N:41]([CH3:42])[CH3:43]>>[CH3:1][N:2]([CH2:3][CH2:4][O:5][c:10]1[n:11][cH:12][c:13]([C:14](=[O:15])[c:16]2[cH:17][cH:18][c:19]([CH:22]=[CH:23][c:24]3[n:25][c:26]4[cH:27][cH:28][cH:29][c:30]([CH3:36])[c:31]4[c:32](=[O:35])[n:33]3[CH3:34])[cH:20][cH:21]2)[cH:37][cH:38]1)[CH3:6]. Reactants: CN(C)C=O, O=S(=O)(Cl)C1CCCC1, [H-], [Na+], Nc1ncnc2[nH]cc(-c3ccc(Oc4ccccc4)cc3)c12. Product: Nc1ncnc2c1c(-c1ccc(Oc3ccccc3)cc1)cn2S(=O)(=O)C1CCCC1. RXN SMILES: [CH3:35][N:36]([CH3:37])[CH:38]=[O:39].[CH:26]1([S:31](=[O:32])(=[O:33])[Cl:34])[CH2:27][CH2:28][CH2:29][CH2:30]1.[H-:1].[Na+:2].[O:3]([c:4]1[cH:5][cH:6][cH:7][cH:8][cH:9]1)[c:10]1[cH:11][cH:12][c:13](-[c:16]2[cH:17][nH:18][c:19]3[n:20][cH:21][n:22][c:23]([NH2:25])[c:24]23)[cH:14][cH:15]1>>[O:3]([c:4]1[cH:5][cH:6][cH:7][cH:8][cH:9]1)[c:10]1[cH:11][cH:12][c:13](-[c:16]2[cH:17][n:18]([S:31]([CH:26]3[CH2:27][CH2:28][CH2:29][CH2:30]3)(=[O:32])=[O:33])[c:19]3[n:20][cH:21][n:22][c:23]([NH2:25])[c:24]23)[cH:14][cH:15]1. Starting materials: CC(C)CC(NC(CCN1C(=O)c2cc3ccccc3cc2C1=O)C(=O)OC(C)(C)C)C(=O)NCCN1CCOCC1, O=C(O)C(F)(F)F. Yields the product CC(C)CC(NC(CCN1C(=O)c2cc3ccccc3cc2C1=O)C(=O)O)C(=O)NCCN1CCOCC1. RXN SMILES: [CH3:1][C:2]([CH3:3])([CH3:4])[O:5][C:6]([CH:7]([CH2:8][CH2:9][N:10]1[C:11](=[O:24])[c:12]2[cH:13][c:14]3[c:15]([cH:16][c:17]2[C:18]1=[O:19])[cH:20][cH:21][cH:22][cH:23]3)[NH:25][CH:26]([CH2:27][CH:28]([CH3:29])[CH3:30])[C:31](=[O:32])[NH:33][CH2:34][CH2:35][N:36]1[CH2:37][CH2:38][O:39][CH2:40][CH2:41]1)=[O:42].[F:43][C:44]([F:45])([F:46])[C:47]([OH:48])=[O:49]>>[O:5]=[C:6]([CH:7]([CH2:8][CH2:9][N:10]1[C:11](=[O:24])[c:12]2[cH:13][c:14]3[c:15]([cH:16][c:17]2[C:18]1=[O:19])[cH:20][cH:21][cH:22][cH:23]3)[NH:25][CH:26]([CH2:27][CH:28]([CH3:29])[CH3:30])[C:31](=[O:32])[NH:33][CH2:34][CH2:35][N:36]1[CH2:37][CH2:38][O:39][CH2:40][CH2:41]1)[OH:42]. The product is C(#N)CCNC=1C=C(C(=O)O)C=CC1 (N-(2-Cyanoethyl)-3-aminobenzoic acid). Run at temperature 5 celsius. The solvent is O (water). Reported procedure: 200.0 g of 3-aminobenzoic acid in 2 l of water were admixed with 53.2 g of sodium hydroxide. At 30° C., 126.6 g of acrylonitrile were added dropwise, and the mixture was then heated under reflux for 22 hours. The mixture was then cooled to 5° C. and acetic acid was added (pH=5) and the precipitate which had formed was filtered off with suction and washed with water. Reactants: NC=1C=C(C(=O)O)C=CC1 (3-aminobenzoic acid), C(C)(=O)O (acetic acid), [OH-].[Na+] (sodium hydroxide), C(C=C)#N (acrylonitrile). RXN SMILES: [NH2:1][C:2]1[CH:3]=[C:4]([CH:8]=[CH:9][CH:10]=1)[C:5]([OH:7])=[O:6].[OH-].[Na+].[C:13](#[N:16])[CH:14]=[CH2:15].C(O)(=O)C>O>[C:13]([CH2:14][CH2:15][NH:1][C:2]1[CH:3]=[C:4]([CH:8]=[CH:9][CH:10]=1)[C:5]([OH:7])=[O:6])#[N:16] |f:1.2|.